Dataset: the Open Reaction Database (ORD), a public repository of structured organic reaction records. Task: describe an organic reaction: reactants, conditions, products, and yield Starting materials: Cl.C1CC(CCC12CCNCC2)NC2=NC(=NC=C2Cl)NC=2N=CN(C2)C (N4-(9-azaspiro[5.5]undecan-3-yl)-5-chloro-N2-(1-methylimidazol-4-yl)pyrimidine-2,4-diamine hydrochloride), C(#N)CC(=O)O (2-cyanoacetic acid), TEA, C1=CC2=C(N=C1)N(N=N2)O (HOAT), CCN=C=NCCCN(C)C (EDCI). Run in C(Cl)Cl (DCM), CN(C)C=O (DMF). Run at time 2 hour. Yields the product ClC=1C(=NC(=NC1)NC=1N=CN(C1)C)NC1CCC2(CCN(CC2)C(CC#N)=O)CC1 (3-(9-((5-chloro-2-((1-methyl-1H-imidazol-4-yl)amino)pyrimidin-4-yl)amino)-3-azaspiro[5.5]undecan-3-yl)-3-oxopropanenitrile). Isolated yield 28.8%. As a reaction SMILES: Cl.[CH2:2]1[C:7]2([CH2:12][CH2:11][NH:10][CH2:9][CH2:8]2)[CH2:6][CH2:5][CH:4]([NH:13][C:14]2[C:19]([Cl:20])=[CH:18][N:17]=[C:16]([NH:21][C:22]3[N:23]=[CH:24][N:25]([CH3:27])[CH:26]=3)[N:15]=2)[CH2:3]1.[C:28]([CH2:30][C:31](O)=[O:32])#[N:29].C1C=NC2N(O)N=NC=2C=1.CCN=C=NCCCN(C)C>C(Cl)Cl.CN(C=O)C>[Cl:20][C:19]1[C:14]([NH:13][CH:4]2[CH2:5][CH2:6][C:7]3([CH2:8][CH2:9][N:10]([C:31](=[O:32])[CH2:30][C:28]#[N:29])[CH2:11][CH2:12]3)[CH2:2][CH2:3]2)=[N:15][C:16]([NH:21][C:22]2[N:23]=[CH:24][N:25]([CH3:27])[CH:26]=2)=[N:17][CH:18]=1 |f:0.1|. Procedure details: To a solution of N4-(9-azaspiro[5.5]undecan-3-yl)-5-chloro-N2-(1-methylimidazol-4-yl)pyrimidine-2,4-diamine hydrochloride (200 mg, 0.4850 mmol), 2-cyanoacetic acid (41.6 mg, 0.489 mmol) and TEA (98.4 mg, 0.972 mmol) in a mixture of DCM and DMF (8 mL/2 mL) were added HOAT (99.6 mg, 0.732 mmol) and EDCI (138.7 mg, 0.724 mmol). The reaction was stirred for 2 h and concentrated in vacuo. The residue was purified by silica gel column chromatography (DCM/MeOH (v/v)=30/1) to give the title compound as ... Starting materials: C, NC(=O)c1ccc(Cc2ccccc2OCc2ccccc2)cc1, CCO, [Pd]. Yields the product NC(=O)c1ccc(Cc2ccccc2O)cc1. As a reaction SMILES: [C:28].[CH2:1]([c:2]1[cH:3][cH:4][cH:5][cH:6][cH:7]1)[O:8][c:9]1[c:10]([CH2:11][c:12]2[cH:13][cH:14][c:15]([C:16](=[O:17])[NH2:18])[cH:19][cH:20]2)[cH:21][cH:22][cH:23][cH:24]1.[CH3:25][CH2:26][OH:27].[Pd:29]>>[OH:8][c:9]1[c:10]([CH2:11][c:12]2[cH:13][cH:14][c:15]([C:16](=[O:17])[NH2:18])[cH:19][cH:20]2)[cH:21][cH:22][cH:23][cH:24]1.